This data is from the Open Reaction Database (ORD), a public repository of structured organic reaction records. The task is: describe an organic reaction: reactants, conditions, products, and yield The reactants are CCN1CCN(c2nc(Br)cc3ccccc23)CC1, CCCC[Sn](CCCC)(CCCC)c1ccc(CC(C)C(=O)OC)cc1, CCOC(C)=O, Cc1ccccc1C. Yields the product CCN1CCN(c2nc(-c3ccc(CC(C)C(=O)OC)cc3)cc3ccccc23)CC1. As a reaction SMILES: [Br:27][c:28]1[n:29][c:30]([N:38]2[CH2:39][CH2:40][N:41]([CH2:44][CH3:45])[CH2:42][CH2:43]2)[c:31]2[cH:32][cH:33][cH:34][cH:35][c:36]2[cH:37]1.[CH3:1][CH:2]([C:3](=[O:4])[O:5][CH3:6])[CH2:7][c:8]1[cH:9][cH:10][c:11]([Sn:14]([CH2:15][CH2:16][CH2:17][CH3:18])([CH2:19][CH2:20][CH2:21][CH3:22])[CH2:23][CH2:24][CH2:25][CH3:26])[cH:12][cH:13]1.[CH3:54][CH2:55][O:56][C:57](=[O:58])[CH3:59].[c:46]1([CH3:47])[c:48]([CH3:49])[cH:50][cH:51][cH:52][cH:53]1>>[CH3:1][CH:2]([C:3](=[O:4])[O:5][CH3:6])[CH2:7][c:8]1[cH:9][cH:10][c:11](-[c:28]2[n:29][c:30]([N:38]3[CH2:39][CH2:40][N:41]([CH2:44][CH3:45])[CH2:42][CH2:43]3)[c:31]3[cH:32][cH:33][cH:34][cH:35][c:36]3[cH:37]2)[cH:12][cH:13]1. The reactants are COc1ccc(P2(=S)SP(=S)(c3ccc(OC)cc3)S2)cc1, COCCOC, CC(NC(=O)OC(C)(C)C)C(N)=O. Product: CC(NC(=O)OC(C)(C)C)C(N)=S. As a reaction SMILES: [CH3:1][O:2][c:3]1[cH:4][cH:5][c:6]([P:7]2(=[S:8])[S:9][P:11]([c:12]3[cH:13][cH:14][c:15]([O:16][CH3:17])[cH:18][cH:19]3)(=[S:20])[S:10]2)[cH:21][cH:22]1.[CH3:36][O:37][CH2:38][CH2:39][O:40][CH3:41].[NH2:23][C:24]([CH:25]([CH3:26])[NH:27][C:28]([O:29][C:30]([CH3:31])([CH3:32])[CH3:33])=[O:34])=[O:35]>>[S:10]=[C:24]([NH2:23])[CH:25]([CH3:26])[NH:27][C:28]([O:29][C:30]([CH3:31])([CH3:32])[CH3:33])=[O:34]. Reactants: CC(C)C[Al+]CC(C)C, Cc1ccccc1, CCOC(C)=O, CCOC(=O)c1cc(Cl)c(I)c(OC)c1, [H-], O. The product is COc1cc(CO)cc(Cl)c1I. As a reaction SMILES: [CH2:24]([Al+:25][CH2:26][CH:27]([CH3:28])[CH3:29])[CH:30]([CH3:31])[CH3:32].[CH3:16][c:17]1[cH:18][cH:19][cH:20][cH:21][cH:22]1.[CH3:33][CH2:34][O:35][C:36](=[O:37])[CH3:38].[Cl:1][c:2]1[cH:3][c:4]([C:5](=[O:6])[O:7][CH2:8][CH3:9])[cH:10][c:11]([O:14][CH3:15])[c:12]1[I:13].[H-:23].[OH2:39]>>[Cl:1][c:2]1[cH:3][c:4]([CH2:5][OH:6])[cH:10][c:11]([O:14][CH3:15])[c:12]1[I:13]. Starting materials: CN(C)C=O, O=P(Cl)(Cl)Cl, c1ccc(-n2cccn2)cc1. The product is O=Cc1cnn(-c2ccccc2)c1. Reaction SMILES: [O:12]=[CH:13][N:14]([CH3:15])[CH3:16].[P:17]([Cl:18])([Cl:19])([Cl:20])=[O:21].[cH:1]1[cH:2][cH:3][c:4](-[n:7]2[cH:8][cH:9][cH:10][n:11]2)[cH:5][cH:6]1>>[cH:1]1[cH:2][cH:3][c:4](-[n:7]2[cH:8][c:9]([CH:13]=[O:12])[cH:10][n:11]2)[cH:5][cH:6]1. Reactants: Cc1cc(C(F)(C(F)(F)F)C(F)(F)F)ccc1N, CC#N, O=C1OC(=O)c2c(I)cccc21. Yields the product Cc1cc(C(F)(C(F)(F)F)C(F)(F)F)ccc1NC(=O)c1cccc(I)c1C(=O)O. Reaction SMILES: [CH3:13][c:14]1[c:15]([NH2:16])[cH:17][cH:18][c:19]([C:21]([C:22]([F:23])([F:24])[F:25])([C:26]([F:27])([F:28])[F:29])[F:30])[cH:20]1.[CH3:31][C:32]#[N:33].[I:1][c:2]1[c:3]2[c:4]([cH:10][cH:11][cH:12]1)[C:5](=[O:6])[O:7][C:8]2=[O:9]>>[I:1][c:2]1[c:3]([C:8]([OH:7])=[O:9])[c:4]([C:5](=[O:6])[NH:16][c:15]2[c:14]([CH3:13])[cH:20][c:19]([C:21]([C:22]([F:23])([F:24])[F:25])([C:26]([F:27])([F:28])[F:29])[F:30])[cH:18][cH:17]2)[cH:10][cH:11][cH:12]1. Starting materials: CC(=O)c1ccc(S(=O)(=O)Cl)cc1, CC(C)=O, N. RXN SMILES: [C:1]([CH3:2])(=[O:3])[c:4]1[cH:5][cH:6][c:7]([S:10](=[O:11])(=[O:12])[Cl:13])[cH:8][cH:9]1.[CH3:15][C:16](=[O:17])[CH3:18].[NH3:14]>>[C:1]([CH3:2])(=[O:3])[c:4]1[cH:5][cH:6][c:7]([S:10](=[O:11])(=[O:12])[NH2:14])[cH:8][cH:9]1. Yields the product CC(=O)c1ccc(S(N)(=O)=O)cc1. Starting materials: C=O (formaldehyde), C(#N)[BH3-].[Na+] (sodium cyanoborohydride), [N+](=O)([O-])C=1N=C2O[C@H](CCN2C1)COC1=CC=C(C=C1)N1CCC(CC1)NC1=CC=C(C=C1)OCC1=CC=C(C=C1)OC(F)(F)F (N-{1-[4-((R)-2-Nitro-6,7-dihydro-5H-imidazo[2,1-b][1,3]oxazin-7-ylmethoxy)phenyl]piperidin-4-yl}-N-[4-(4-trifluoromethoxybenzyloxy)phenyl]amine), C=O (formaldehyde), C(#N)[BH3-].[Na+] (sodium cyanoborohydride), C([O-])([O-])=O.[K+].[K+] (potassium carbonate). Run in C(C)(=O)O (acetic acid), C(C)(=O)O (acetic acid), CO (methanol). Conditions: time 1 day. The product is CN(C1=CC=C(C=C1)OCC1=CC=C(C=C1)OC(F)(F)F)C1CCN(CC1)C1=CC=C(C=C1)OC[C@H]1CCN2C(O1)=NC(=C2)[N+](=O)[O-] (N-methyl-N-{1-[4-((R)-2-nitro-6,7-dihydro-5H-imidazo[2,1-b][1,3]oxazin-7-ylmethoxy)phenyl]piperidin-4-yl}-N-[4-(4-trifluoromethoxybenzyloxy)phenyl]amine). Yield: 65.2%. Reaction SMILES: [N+:1]([C:4]1[N:5]=[C:6]2[N:11]([CH:12]=1)[CH2:10][CH2:9][C@H:8]([CH2:13][O:14][C:15]1[CH:20]=[CH:19][C:18]([N:21]3[CH2:26][CH2:25][CH:24]([NH:27][C:28]4[CH:33]=[CH:32][C:31]([O:34][CH2:35][C:36]5[CH:41]=[CH:40][C:39]([O:42][C:43]([F:46])([F:45])[F:44])=[CH:38][CH:37]=5)=[CH:30][CH:29]=4)[CH2:23][CH2:22]3)=[CH:17][CH:16]=1)[O:7]2)([O-:3])=[O:2].C=O.[C:49]([BH3-])#N.[Na+].C(=O)([O-])[O-].[K+].[K+]>CO.C(O)(=O)C>[CH3:49][N:27]([CH:24]1[CH2:23][CH2:22][N:21]([C:18]2[CH:17]=[CH:16][C:15]([O:14][CH2:13][C@@H:8]3[O:7][C:6]4=[N:5][C:4]([N+:1]([O-:3])=[O:2])=[CH:12][N:11]4[CH2:10][CH2:9]3)=[CH:20][CH:19]=2)[CH2:26][CH2:25]1)[C:28]1[CH:33]=[CH:32][C:31]([O:34][CH2:35][C:36]2[CH:37]=[CH:38][C:39]([O:42][C:43]([F:46])([F:45])[F:44])=[CH:40][CH:41]=2)=[CH:30][CH:29]=1 |f:2.3,4.5.6|. Procedure details: N-{1-[4-((R)-2-Nitro-6,7-dihydro-5H-imidazo[2,1-b][1,3]oxazin-7-ylmethoxy)phenyl]piperidin-4-yl}-N-[4-(4-trifluoromethoxybenzyloxy)phenyl]amine (0.30 g) was suspended in methanol (3 ml). A 37% formaldehyde aqueous solution (0.11 g), sodium cyanoborohydride (89 mg) and acetic acid (1 ml) were added to the suspension and stirred at room temperature for 1 day. A 37% formaldehyde aqueous solution (0.22 g), sodium cyanoborohydride (178 mg) and acetic acid (2 ml) were further added to the mixture and ...